From a dataset of the Open Reaction Database (ORD), a public repository of structured organic reaction records. describe an organic reaction: reactants, conditions, products, and yield Starting materials: C1CCOC1, CO, CCOC(C)=O, C[Si](C)(C)CCOCCl, [H-], [Na+], c1c[nH]cn1. Product: C[Si](C)(C)CCOCn1ccnc1. As a reaction SMILES: [CH2:25]1[O:26][CH2:27][CH2:28][CH2:29]1.[CH3:17][OH:18].[CH3:19][CH2:20][O:21][C:22]([CH3:23])=[O:24].[Cl:8][CH2:9][O:10][CH2:11][CH2:12][Si:13]([CH3:14])([CH3:15])[CH3:16].[H-:2].[Na+:1].[nH:3]1[cH:4][n:5][cH:6][cH:7]1>>[n:3]1([CH2:9][O:10][CH2:11][CH2:12][Si:13]([CH3:14])([CH3:15])[CH3:16])[cH:4][n:5][cH:6][cH:7]1. Reactants: CCO, NC1CCCC1, COc1ccc(Nc2nc(Cl)ncc2I)cn1. The product is COc1ccc(Nc2nc(NC3CCCC3)ncc2I)cn1. RXN SMILES: [CH3:24][CH2:25][OH:26].[CH:18]1([NH2:23])[CH2:19][CH2:20][CH2:21][CH2:22]1.[Cl:1][c:2]1[n:3][cH:4][c:5]([I:17])[c:6]([NH:8][c:9]2[cH:10][n:11][c:12]([O:15][CH3:16])[cH:13][cH:14]2)[n:7]1>>[c:2]1([NH:23][CH:18]2[CH2:19][CH2:20][CH2:21][CH2:22]2)[n:3][cH:4][c:5]([I:17])[c:6]([NH:8][c:9]2[cH:10][n:11][c:12]([O:15][CH3:16])[cH:13][cH:14]2)[n:7]1. The reactants are CCO, CNc1ccc(C(=O)O)cc1[N+](=O)[O-], N#N. Product: CNc1ccc(C(=O)O)cc1N. RXN SMILES: [CH2:17]([OH:18])[CH3:19].[N+:1]([O-:2])(=[O:3])[c:4]1[cH:5][c:6]([C:7](=[O:8])[OH:9])[cH:10][cH:11][c:12]1[NH:13][CH3:14].[N:15]#[N:16]>>[NH2:1][c:4]1[cH:5][c:6]([C:7](=[O:8])[OH:9])[cH:10][cH:11][c:12]1[NH:13][CH3:14]. Starting materials: ClCCl, COC(=O)COc1cccc(C(=O)Cn2c(=O)c3c(nc(N4CCCC(NC(=O)OC(C)(C)C)C4)n3CC=C(C)C)n(C)c2=O)c1, O=C(O)C(F)(F)F. Product: COC(=O)COc1cccc(C(=O)Cn2c(=O)c3c(nc(N4CCCC(N)C4)n3CC=C(C)C)n(C)c2=O)c1. Reaction SMILES: [CH2:54]([Cl:55])[Cl:56].[CH3:1][O:2][C:3](=[O:4])[CH2:5][O:6][c:7]1[cH:8][c:9]([C:13]([CH2:14][n:15]2[c:16](=[O:17])[n:18]([CH3:45])[c:19]3[n:20][c:21]([N:31]4[CH2:32][CH:33]([NH:37][C:38]([O:39][C:40]([CH3:41])([CH3:42])[CH3:43])=[O:44])[CH2:34][CH2:35][CH2:36]4)[n:22]([CH2:26][CH:27]=[C:28]([CH3:29])[CH3:30])[c:23]3[c:24]2=[O:25])=[O:46])[cH:10][cH:11][cH:12]1.[OH:47][C:48]([C:49]([F:50])([F:51])[F:52])=[O:53]>>[CH3:1][O:2][C:3](=[O:4])[CH2:5][O:6][c:7]1[cH:8][c:9]([C:13]([CH2:14][n:15]2[c:16](=[O:17])[n:18]([CH3:45])[c:19]3[n:20][c:21]([N:31]4[CH2:32][CH:33]([NH2:37])[CH2:34][CH2:35][CH2:36]4)[n:22]([CH2:26][CH:27]=[C:28]([CH3:29])[CH3:30])[c:23]3[c:24]2=[O:25])=[O:46])[cH:10][cH:11][cH:12]1. The reactants are C(C)OP(OCC)(=O)C1CCC=2C=3N1C(C(NC3C=C(C2[N+](=O)[O-])C(F)(F)F)=O)=O (8-nitro-9-trifluoromethyl-2,3-dioxo-1,2,3,5,6,7-hexahydro-pyrido[1,2,3-de]quinoxaline-5-phosphonic acid diethyl ester). The reagents and catalysts are [Pd] (palladium on activated carbon). Run in C(C)O (ethanol). Product: C(C)OP(OCC)(=O)C1CCC=2C=3N1C(C(NC3C=C(C2N)C(F)(F)F)=O)=O (8-amino-9-trifluoromethyl-2,3-dioxo-1,2,3,5,6,7-hexahydro-pyrido[1,2,3-de]quinoxaline-5-phosphonic acid diethyl ester). Isolated yield 69.2%. Reaction SMILES: [CH2:1]([O:3][P:4]([CH:9]1[N:14]2[C:15](=[O:30])[C:16](=[O:29])[NH:17][C:18]3[CH:19]=[C:20]([C:25]([F:28])([F:27])[F:26])[C:21]([N+:22]([O-])=O)=[C:12]([C:13]=32)[CH2:11][CH2:10]1)(=[O:8])[O:5][CH2:6][CH3:7])[CH3:2]>C(O)C.[Pd]>[CH2:6]([O:5][P:4]([CH:9]1[N:14]2[C:15](=[O:30])[C:16](=[O:29])[NH:17][C:18]3[CH:19]=[C:20]([C:25]([F:28])([F:27])[F:26])[C:21]([NH2:22])=[C:12]([C:13]=32)[CH2:11][CH2:10]1)(=[O:8])[O:3][CH2:1][CH3:2])[CH3:7]. Procedure: 226 mg of 8-nitro-9-trifluoromethyl-2,3-dioxo-1,2,3,5,6,7-hexahydro-pyrido[1,2,3-de]quinoxaline-5-phosphonic acid diethyl ester is dissolved in 20 ml of ethanol, mixed with 50 mg of 10% palladium on activated carbon and hydrogenated at room temperature and under normal pressure. After suctioning off the catalyst, it is concentrated by evaporation and recrystallized from ethanol. 146 mg of 8-amino-9-trifluoromethyl-2,3-dioxo-1,2,3,5,6,7-hexahydro-pyrido[1,2,3-de]quinoxaline-5-phosphonic acid diet... Starting materials: C(=O)(C(=O)OCC)NC1=CC(=C(C=C1[N+](=O)[O-])C(F)(F)F)N1C(=NC=C1)C (4-ethoxalylamino-2-(2-methyl-1H-imidazol-1-yl)-5-nitrobenzotrifluoride). Reagents/catalysts: [Pd] (Pd-C). Solvent: C(C)O (ethanol). The product is ON1C(C(NC2=CC(=C(C=C12)C(F)(F)F)N1C(=NC=C1)C)=O)=O (1-Hydroxy-6-(2-methyl-1H-imidazol-1-yl)-7-trifluoromethylquinoxaline-2,3(1 H,4H)-dione). The yield is 59.2%. RXN SMILES: [C:1]([NH:8][C:9]1[C:14]([N+:15]([O-:17])=O)=[CH:13][C:12]([C:18]([F:21])([F:20])[F:19])=[C:11]([N:22]2[CH:26]=[CH:25][N:24]=[C:23]2[CH3:27])[CH:10]=1)([C:3]([O:5]CC)=O)=[O:2]>C(O)C.[Pd]>[OH:17][N:15]1[C:14]2[C:9](=[CH:10][C:11]([N:22]3[CH:26]=[CH:25][N:24]=[C:23]3[CH3:27])=[C:12]([C:18]([F:21])([F:20])[F:19])[CH:13]=2)[NH:8][C:1](=[O:2])[C:3]1=[O:5]. Procedure: A solution of 19 g crude 4-ethoxalylamino-2-(2-methyl-1H-imidazol-1-yl)-5-nitrobenzotrifluoride in 500 ml 96% ethanol was hydrogenated in a Parr hydrogenation apparatus at 28.12 kPa (40 psi) by using 2 g 5% Pd-C as a catalyst. The catalyst plus precipitated product was filtered off and washed with ethanol. The filter cake was washed several times with 1N aqueous potassium hydroxide. The combined aqueous filtrates were added 4N hydrochloric acid to pH=4 to give the title compound (9.5 g; 58%). M.... Reactants: OC1=CC=C(C=C1)CC(=O)O (4-hydroxyphenylacetic acid), C(CCCCCCCCCCCCC)Br (1-tetradecylbromide), [OH-].[Na+] (sodium hydroxide). The reagents and catalysts are [Cl-].C(CCCCCCCCCCCCCCCCC)C(N)(CCCCCCCCCCCCCCCCCC)CCCCCCCCCCCCCCCCCC (trioctadecyl methylamine chloride). The solvent is O (water). The product is C(CCCCCCCCCCCCC)OC1=CC=C(C=C1)CC(=O)O ((4-Tetradecyloxyphenyl)acetic acid). Isolated yield 38.4%. RXN SMILES: [OH:1][C:2]1[CH:7]=[CH:6][C:5]([CH2:8][C:9]([OH:11])=[O:10])=[CH:4][CH:3]=1.[CH2:12](Br)[CH2:13][CH2:14][CH2:15][CH2:16][CH2:17][CH2:18][CH2:19][CH2:20][CH2:21][CH2:22][CH2:23][CH2:24][CH3:25].[OH-].[Na+]>[Cl-].C(C(CCCCCCCCCCCCCCCCCC)(CCCCCCCCCCCCCCCCCC)N)CCCCCCCCCCCCCCCCC.O>[CH2:25]([O:1][C:2]1[CH:3]=[CH:4][C:5]([CH2:8][C:9]([OH:11])=[O:10])=[CH:6][CH:7]=1)[CH2:24][CH2:23][CH2:22][CH2:21][CH2:20][CH2:19][CH2:18][CH2:17][CH2:16][CH2:15][CH2:14][CH2:13][CH3:12] |f:2.3,4.5|. Reported procedure: A mixture of about 75 g of 4-hydroxyphenylacetic acid, about 273.38 g of 1-tetradecylbromide, about 46.33 g of sodium hydroxide, about 5.0 g of trioctadecyl methylamine chloride and about 500 ml of water was refluxed for about 24 hours with stirring, cooled to room temperature, the aqueous layer decanted and the solid washed with water. The solid was refluxed for about 2 hours with stirring in about 500 ml of ethanol containing about 40 g of sodium hydroxide and about 40 ml of water. The solvent... The reactants are C(C1=CC=CC=C1)OC1=CC=C(C=C1)B(O)O (4-(benzyloxy)phenylboronic acid), IC1=NN(C2=NC=NC(=C21)N)[C@@H]2CC[C@@H](CC2)N2CCN(CC2)C (cis-3-iodo-1-[4-(4-methylpiperazino)cyclohexyl]-1H-pyrazolo[3,4-d]pyrimidin-4-amine), C([O-])([O-])=O.[Na+].[Na+] (sodium carbonate). The reagents and catalysts are C=1C=CC(=CC1)[P](C=2C=CC=CC2)(C=3C=CC=CC3)[Pd]([P](C=4C=CC=CC4)(C=5C=CC=CC5)C=6C=CC=CC6)([P](C=7C=CC=CC7)(C=8C=CC=CC8)C=9C=CC=CC9)[P](C=1C=CC=CC1)(C=1C=CC=CC1)C=1C=CC=CC1 (tetrakis(triphenylphosphine)palladium). Solvent: O (water), COCCOC (ethylene glycol dimethyl ether). Conditions: temperature 85 celsius. Yields the product C(C1=CC=CC=C1)OC1=CC=C(C=C1)C1=NN(C2=NC=NC(=C21)N)[C@@H]2CC[C@@H](CC2)N2CCN(CC2)C (cis-3-[4-(benzyloxy)phenyl]-1-[4-(4-methylpiperazino)cyclohexyl]-1H-pyrazolo[3,4-d]pyrimidin-4-amine). The yield is 76.6%. Reaction SMILES: I[C:2]1[C:10]2[C:5](=[N:6][CH:7]=[N:8][C:9]=2[NH2:11])[N:4]([C@H:12]2[CH2:17][CH2:16][C@@H:15]([N:18]3[CH2:23][CH2:22][N:21]([CH3:24])[CH2:20][CH2:19]3)[CH2:14][CH2:13]2)[N:3]=1.[CH2:25]([O:32][C:33]1[CH:38]=[CH:37][C:36](B(O)O)=[CH:35][CH:34]=1)[C:26]1[CH:31]=[CH:30][CH:29]=[CH:28][CH:27]=1.C(=O)([O-])[O-].[Na+].[Na+]>COCCOC.O.C1C=CC([P]([Pd]([P](C2C=CC=CC=2)(C2C=CC=CC=2)C2C=CC=CC=2)([P](C2C=CC=CC=2)(C2C=CC=CC=2)C2C=CC=CC=2)[P](C2C=CC=CC=2)(C2C=CC=CC=2)C2C=CC=CC=2)(C2C=CC=CC=2)C2C=CC=CC=2)=CC=1>[CH2:25]([O:32][C:33]1[CH:38]=[CH:37][C:36]([C:2]2[C:10]3[C:5](=[N:6][CH:7]=[N:8][C:9]=3[NH2:11])[N:4]([C@H:12]3[CH2:17][CH2:16][C@@H:15]([N:18]4[CH2:23][CH2:22][N:21]([CH3:24])[CH2:20][CH2:19]4)[CH2:14][CH2:13]3)[N:3]=2)=[CH:35][CH:34]=1)[C:26]1[CH:31]=[CH:30][CH:29]=[CH:28][CH:27]=1 |f:2.3.4,^1:58,60,79,98|. Procedure: A mixture of cis-3-iodo-1-[4-(4-methylpiperazino)cyclohexyl]-1H-pyrazolo[3,4-d]pyrimidin-4-amine (3.41 g, 7.74 mmol) in ethylene glycol dimethyl ether (50 mL) was treated with 4-(benzyloxy)phenylboronic acid (1.94 g, 8.51 mmol), tetrakis(triphenylphosphine)palladium (0.537 g, 0.464 mmol), and a solution of sodium carbonate (1.97 g, 18.58 mmol) in water (25 mL). The reaction mixture was stirred over night at 85° C. under a nitrogen atmosphere. The organic solvent was removed under reduced pressur... Reported procedure: 2-Oxo-3-tert-butoxycarbonylamino-5-pivaloyl-8-methyl-1,3,4,5-tetrahydro-2H-1,5-benzodiazepine (1.0 g) obtained from Step 1 of Example 89 was dissolved in tetrahydrofuran (10 ml), 60% sodium hydride (0.16 g) was added under argon atmosphere, the mixture was stirred for 30 minutes at room temperature. A solution of 3-bromoacetylthiophene (0.90 g) in tetrahydrofuran (5 ml) was added,stirred for one hour. The reaction mixture was poured into ice-water, extracted with ethyl acetate, the organic layer... Conditions: time 30 minute. Solvent: O1CCCC1 (tetrahydrofuran), O1CCCC1 (tetrahydrofuran). The product is S1C=C(C=C1)C(=O)CN1C(C(CN(C2=C1C=C(C=C2)C)C(C(C)(C)C)=O)NC(=O)OC(C)(C)C)=O (1-(thiophen-3-yl)carbonylmethyl-2-oxo-3-tert-butoxycarbonylamino-5-pivaloyl-8-methyl-1,3,4,5-tetrahydro-2H-1,5-benzodiazepine). Starting materials: BrCC(=O)C1=CSC=C1 (3-bromoacetylthiophene), ice water, O=C1C(CN(C2=C(N1)C=C(C=C2)C)C(C(C)(C)C)=O)NC(=O)OC(C)(C)C (2-oxo-3-tert-butoxycarbonylamino-5-pivaloyl-8-methyl-1,3,4,5-tetrahydro-2H-1,5-benzodiazepine), [H-].[Na+] (sodium hydride). The yield is 70.6%. Reaction SMILES: [O:1]=[C:2]1[NH:8][C:7]2[CH:9]=[C:10]([CH3:13])[CH:11]=[CH:12][C:6]=2[N:5]([C:14](=[O:19])[C:15]([CH3:18])([CH3:17])[CH3:16])[CH2:4][CH:3]1[NH:20][C:21]([O:23][C:24]([CH3:27])([CH3:26])[CH3:25])=[O:22].[H-].[Na+].Br[CH2:31][C:32]([C:34]1[CH:38]=[CH:37][S:36][CH:35]=1)=[O:33]>O1CCCC1>[S:36]1[CH:37]=[CH:38][C:34]([C:32]([CH2:31][N:8]2[C:7]3[CH:9]=[C:10]([CH3:13])[CH:11]=[CH:12][C:6]=3[N:5]([C:14](=[O:19])[C:15]([CH3:18])([CH3:16])[CH3:17])[CH2:4][CH:3]([NH:20][C:21]([O:23][C:24]([CH3:27])([CH3:26])[CH3:25])=[O:22])[C:2]2=[O:1])=[O:33])=[CH:35]1 |f:1.2|.